From a dataset of the Open Reaction Database (ORD), a public repository of structured organic reaction records. describe an organic reaction: reactants, conditions, products, and yield Reactants: C(C1=CC=CC=C1)OP(=O)(OCC1=CC=CC=C1)OCOC(N(C(C1=CC(=C(C=C1)C)[N+](=O)[O-])=O)C1CC1)=O ((bis(benzyloxy)phosphoryloxy)methyl-cyclopropyl(4-methyl-3-nitrobenzoyl)carbamate), [Cl-].[NH4+] (ammonium chloride). Reagents/catalysts: [Zn] (zinc). The solvent is CO.C1CCOC1 (MeOH THF). Reaction conditions: time 3 hour. The product is C(C1=CC=CC=C1)OP(=O)(OCC1=CC=CC=C1)OCOC(N(C1CC1)C(C1=CC(=C(C=C1)C)N)=O)=O ((Bis(benzyloxy)phosphoryloxy)methyl-3-amino-4-methylbenzoyl(cyclopropyl)-carbamate). Yield: 97.2%. Reaction SMILES: [CH2:1]([O:8][P:9]([O:19][CH2:20][O:21][C:22](=[O:39])[N:23]([CH:36]1[CH2:38][CH2:37]1)[C:24](=[O:35])[C:25]1[CH:30]=[CH:29][C:28]([CH3:31])=[C:27]([N+:32]([O-])=O)[CH:26]=1)([O:11][CH2:12][C:13]1[CH:18]=[CH:17][CH:16]=[CH:15][CH:14]=1)=[O:10])[C:2]1[CH:7]=[CH:6][CH:5]=[CH:4][CH:3]=1.[Cl-].[NH4+]>CO.C1COCC1.[Zn]>[CH2:12]([O:11][P:9]([O:19][CH2:20][O:21][C:22](=[O:39])[N:23]([C:24](=[O:35])[C:25]1[CH:30]=[CH:29][C:28]([CH3:31])=[C:27]([NH2:32])[CH:26]=1)[CH:36]1[CH2:38][CH2:37]1)([O:8][CH2:1][C:2]1[CH:3]=[CH:4][CH:5]=[CH:6][CH:7]=1)=[O:10])[C:13]1[CH:14]=[CH:15][CH:16]=[CH:17][CH:18]=1 |f:1.2,3.4|. Procedure details: To a solution of (bis(benzyloxy)phosphoryloxy)methyl-cyclopropyl(4-methyl-3-nitrobenzoyl)carbamate (0.53 g, 1.0 mmol) in MeOH/THF (1:1, 50 mL) under nitrogen were added ammonium chloride (0.79 g, 14.8 mmol) and zinc (0.75 g, 11.5 mmol). After 3 h, the precipitate was filtered, and the filtrate was concentrated in vacuo, diluted with EtOAc and washed with water (2×), brine successively, dried over Na2SO4, filtered, and concentrated in vacuo to give the title compound as a colorless oil (0.51 g, 1... Starting materials: CO[NH3+].[Cl-] (0-methylhydroxylamine hydrochloride), BrC1=C(C=CC=C1)C(C(=O)OC)=O (methyl 2-bromophenylglyoxylate). Yields the product CON=C(C(=O)OC)C1=C(C=CC=C1)Br (2-Bromophenylglyoxylic acid methyl ester-O-methyloxime). Reaction SMILES: [CH3:1][O:2][NH3+:3].[Cl-].[Br:5][C:6]1[CH:11]=[CH:10][CH:9]=[CH:8][C:7]=1[C:12](=O)[C:13]([O:15][CH3:16])=[O:14]>CO>[CH3:1][O:2][N:3]=[C:12]([C:7]1[CH:8]=[CH:9][CH:10]=[CH:11][C:6]=1[Br:5])[C:13]([O:15][CH3:16])=[O:14] |f:0.1|. Run in CO (methanol). Procedure details: 5.2 g (62 mmol) of 0-methylhydroxylamine hydrochloride is added to a solution of 10 g (41 mmol) of methyl 2-bromophenylglyoxylate in 30 ml of methanol, and the mixture is refluxed for 2 hours. The mixture is evaporated down, and the residue is taken up in ethyl acetate and washed with water. After drying and evaporating down, there remains 6.9 g (62%) of compound E. Starting materials: C1(=CC=CC=C1)C(N1C=NC(=C1)CCC[O-])(C1=CC=CC=C1)C1=CC=CC=C1.[Na+] (sodium 3-(1-triphenylmethyl-1H-imidazol-4-yl)propanolate), [Cl-].C12C(CC(CC1)C2)CC (2-(bicyclo[2.2.1]hept-2-yl)ethane chloride). The product is N1C=NC(=C1)CCCOCCC1C2CCC(C1)C2 (2-(Bicyclo[2.2.1]hept-2-yl)ethyl 3-(1H-imidazol-4-yl)propyl ether). As a reaction SMILES: C1(C(C2C=CC=CC=2)(C2C=CC=CC=2)[N:8]2[CH:12]=[C:11]([CH2:13][CH2:14][CH2:15][O-:16])[N:10]=[CH:9]2)C=CC=CC=1.[Na+].[Cl-].[CH:31]12[CH2:37][CH:34]([CH2:35][CH2:36]1)[CH2:33][CH:32]2[CH2:38][CH3:39]>>[NH:8]1[CH:12]=[C:11]([CH2:13][CH2:14][CH2:15][O:16][CH2:39][CH2:38][CH:32]2[CH2:33][CH:34]3[CH2:37][CH:31]2[CH2:36][CH2:35]3)[N:10]=[CH:9]1 |f:0.1,2.3|. Procedure: 5 mmol of sodium 3-(1-triphenylmethyl-1H-imidazol-4-yl)propanolate and 5 mmol of 2-(bicyclo[2.2.1]hept-2-yl)ethane chloride are treated as described in Example 5. Yields the product COc1cc(N)c(C(N)=O)cc1C(=O)NC1CCN(Cc2ccccc2)CC1OC. RXN SMILES: [NH2:6][c:7]1[cH:8][c:9]([O:33][CH3:34])[c:10]([C:11](=[O:12])[NH:13][CH:14]2[CH:15]([O:27][CH3:28])[CH2:16][N:17]([CH2:20][c:21]3[cH:22][cH:23][cH:24][cH:25][cH:26]3)[CH2:18][CH2:19]2)[cH:29][c:30]1[C:31]#[N:32].[NH4+:35].[OH-:36].[S:1](=[O:2])(=[O:3])([OH:4])[OH:5]>>[NH2:6][c:7]1[cH:8][c:9]([O:33][CH3:34])[c:10]([C:11](=[O:12])[NH:13][CH:14]2[CH:15]([O:27][CH3:28])[CH2:16][N:17]([CH2:20][c:21]3[cH:22][cH:23][cH:24][cH:25][cH:26]3)[CH2:18][CH2:19]2)[cH:29][c:30]1[C:31]([NH2:32])=[O:36]. The reactants are COc1cc(N)c(C#N)cc1C(=O)NC1CCN(Cc2ccccc2)CC1OC, [NH4+], [OH-], O=S(=O)(O)O. Starting materials: C(=O)(O)[O-].[Na+] (NaHCO3), BrC=1C=C(C=NC1)OC[C@H]1N(CCC1)S(=O)(=O)C1=CC=C(C)C=C1 (5-bromo-3-(1-tosyl-2-(S)-pyrrolidinylmethoxy)pyridine), B(O)(O)O (boric acid), Pd(0). Run in C1=CC=CC=C1 (benzene). The product is C1(=CC=CC=C1)C=1C=C(C=NC1)OC[C@H]1N(CCC1)S(=O)(=O)C1=CC=C(C)C=C1 (5-phenyl-3-(1-tosyl-2-(S)-pyrrolidinylmethoxy)pyridine). Yield: 13.7%. As a reaction SMILES: Br[C:2]1[CH:3]=[C:4]([O:8][CH2:9][C@@H:10]2[CH2:14][CH2:13][CH2:12][N:11]2[S:15]([C:18]2[CH:24]=[CH:23][C:21]([CH3:22])=[CH:20][CH:19]=2)(=[O:17])=[O:16])[CH:5]=[N:6][CH:7]=1.B(O)(O)O.C([O-])(O)=O.[Na+]>C1C=CC=CC=1>[C:18]1([C:2]2[CH:3]=[C:4]([O:8][CH2:9][C@@H:10]3[CH2:14][CH2:13][CH2:12][N:11]3[S:15]([C:18]3[CH:24]=[CH:23][C:21]([CH3:22])=[CH:20][CH:19]=3)(=[O:17])=[O:16])[CH:5]=[N:6][CH:7]=2)[CH:24]=[CH:23][CH:21]=[CH:20][CH:19]=1 |f:2.3|. Procedure details: 5-bromo-3-(1-tosyl-2-(S)-pyrrolidinylmethoxy)pyridine from step 51b (300 mg, 10.73 mmol), boric acid (107 mg, 10.88 mmol) and Pd(0) (26 mg) were mixed together in benzene (2 mL), and the mixture was heated at reflux for 16 hours. NaHCO3 solution (2%, 1 mL) was added, and the mixture was extracted with chloroform. The CHCl3 was removed under reduced pressure, and the residue was chromatographed on a silica gel column, eluting with ethyl acetate/hexane 1:1 to afford the title compound (300 mg).